Task: describe an organic reaction: reactants, conditions, products, and yield. Dataset: the Open Reaction Database (ORD), a public repository of structured organic reaction records Starting materials: C1(=CC=CC=C1)[Mg]Br (phenylmagnesium bromide), solution, C1(=CC=CC=C1)[Mg]Br (phenylmagnesium bromide), solution, C1(=CC=CC=C1)[Mg]Br (phenylmagnesium bromide), solution, [NH4+].[Cl-] (NH4Cl), COC(CCC(C)(C1=CC=C(C=C1)O)C1=CC=C(C=C1)O)=O (4,4-bis(4-hydroxyphenyl)pentanoic acid methyl ester). Solvent: CCOCC (ether), CCOCC (ether), O1CCCC1 (tetrahydrofuran), CCOCC (ether), O1CCCC1 (tetrahydrofuran). Run at time 3 hour. Product: OC(CCC(C)(C1=CC=C(C=C1)O)C1=CC=C(C=C1)O)(C1=CC=CC=C1)C1=CC=CC=C1 (4,4'-(4-Hydroxy-1-methyl-4,4-diphenylbutylidene)-bisphenol). The yield is 96.0%. RXN SMILES: C[O:2][C:3](=O)[CH2:4][CH2:5][C:6]([C:15]1[CH:20]=[CH:19][C:18]([OH:21])=[CH:17][CH:16]=1)([C:8]1[CH:13]=[CH:12][C:11]([OH:14])=[CH:10][CH:9]=1)[CH3:7].[C:23]1([Mg]Br)[CH:28]=[CH:27][CH:26]=[CH:25][CH:24]=1.[NH4+].[Cl-]>O1CCCC1.CCOCC>[OH:2][C:3]([C:8]1[CH:13]=[CH:12][CH:11]=[CH:10][CH:9]=1)([C:23]1[CH:28]=[CH:27][CH:26]=[CH:25][CH:24]=1)[CH2:4][CH2:5][C:6]([C:8]1[CH:9]=[CH:10][C:11]([OH:14])=[CH:12][CH:13]=1)([C:15]1[CH:16]=[CH:17][C:18]([OH:21])=[CH:19][CH:20]=1)[CH3:7] |f:2.3|. Procedure: A solution of 4,4-bis(4-hydroxyphenyl)pentanoic acid methyl ester (4.58 g, 15.3 mmol) in 100 mL of anhydrous tetrahydrofuran was cooled to 0° C. and treated dropwise with phenylmagnesium bromide (10 mL of a 3M solution in ether). Additional tetrahydrofuran (50 mL) was added to the reaction mixture followed by phenylmagnesium bromide (10.4 mL of a 3M solution in ether). The reaction was warmed to room temperature and stirred for 3 hours. The reaction was cooled to 0° C. and treated with phenylmag... Reactants: COc1ccccc1C1CCCCC1COc1c(C)cc(C)cc1C, CCOC(C)=O, N#C[Na]. The product is COc1ccccc1C1CCCCC1CC#N. RXN SMILES: [CH3:1][O:2][c:3]1[c:4]([CH:9]2[CH:10]([CH2:15][O:16][c:17]3[c:18]([CH3:19])[cH:20][c:21]([CH3:22])[cH:23][c:24]3[CH3:25])[CH2:11][CH2:12][CH2:13][CH2:14]2)[cH:5][cH:6][cH:7][cH:8]1.[CH3:29][CH2:30][O:31][C:32](=[O:33])[CH3:34].[Na:26][C:27]#[N:28]>>[CH3:1][O:2][c:3]1[c:4]([CH:9]2[CH:10]([CH2:15][C:27]#[N:28])[CH2:11][CH2:12][CH2:13][CH2:14]2)[cH:5][cH:6][cH:7][cH:8]1. The reactants are CC(=O)O, CCOCC, CC(C)(C(=O)O)c1ccc(C(=O)CCCI)cc1. Yields the product COC(=O)C(C)(C)c1ccc(C(=O)CCCI)cc1. As a reaction SMILES: [C:19]([OH:20])(=[O:21])[CH3:22].[CH3:23][CH2:24][O:25][CH2:26][CH3:27].[I:1][CH2:2][CH2:3][CH2:4][C:5](=[O:6])[c:7]1[cH:8][cH:9][c:10]([C:13]([C:14](=[O:15])[OH:16])([CH3:17])[CH3:18])[cH:11][cH:12]1>>[I:1][CH2:2][CH2:3][CH2:4][C:5](=[O:6])[c:7]1[cH:8][cH:9][c:10]([C:13]([C:14](=[O:15])[O:16][CH3:19])([CH3:17])[CH3:18])[cH:11][cH:12]1. Reactants: ClC1=C(C(=NC2=CC(=CC=C12)F)C1=C(C=CC(=C1)F)F)C (4-chloro-2-(2,5-difluorophenyl)-7-fluoro-3-methylquinoline), O1CCOCC1 (1,4-dioxane), IC1=CC=C2C(CNC2=C1)(C)C (6-iodo-3,3-dimethylindoline), Cl (hydrochloric acid). Run in CN1CCCC1=O (NMP). Conditions: temperature 150 celsius. The product is FC1=C(C=C(C=C1)F)C1=NC2=CC(=CC=C2C(=C1C)N1CC(C2=CC=C(C=C12)I)(C)C)F (2-(2,5-difluorophenyl)-7-fluoro-4-(6-iodo-3,3-dimethylindolin-1-yl)-3-methylquinoline). RXN SMILES: Cl[C:2]1[C:11]2[C:6](=[CH:7][C:8]([F:12])=[CH:9][CH:10]=2)[N:5]=[C:4]([C:13]2[CH:18]=[C:17]([F:19])[CH:16]=[CH:15][C:14]=2[F:20])[C:3]=1[CH3:21].[I:22][C:23]1[CH:31]=[C:30]2[C:26]([C:27]([CH3:33])([CH3:32])[CH2:28][NH:29]2)=[CH:25][CH:24]=1.Cl.O1CCOCC1>CN1C(=O)CCC1>[F:20][C:14]1[CH:15]=[CH:16][C:17]([F:19])=[CH:18][C:13]=1[C:4]1[C:3]([CH3:21])=[C:2]([N:29]2[C:30]3[C:26](=[CH:25][CH:24]=[C:23]([I:22])[CH:31]=3)[C:27]([CH3:33])([CH3:32])[CH2:28]2)[C:11]2[C:6](=[CH:7][C:8]([F:12])=[CH:9][CH:10]=2)[N:5]=1. Procedure: Prepared according to procedure L using 4-chloro-2-(2,5-difluorophenyl)-7-fluoro-3-methylquinoline (150 mg, 0.49 mmol) (described herein), 6-iodo-3,3-dimethylindoline (160 mg, 0.59 mmol) (described herein), and 4.0 hydrochloric acid in 1,4-dioxane (120 μL, 0.49 mmol) in NMP (810 μL). The reaction mixture was stirred and heated at 150° C. for 3 h. Purification afforded 2-(2,5-difluorophenyl)-7-fluoro-4-(6-iodo-3,3-dimethylindolin-1-yl)-3-methylquinoline as a yellow solid. Mass Spectrum (ESI) m/e=... Starting materials: COC(=O)CBr, NCCC1=CCCCC1, ClCCl. The product is COC(=O)CNCCC1=CCCCC1. Reaction SMILES: [Br:1][CH2:2][C:3](=[O:4])[O:5][CH3:6].[C:7]1([CH2:13][CH2:14][NH2:15])=[CH:8][CH2:9][CH2:10][CH2:11][CH2:12]1.[Cl:16][CH2:17][Cl:18]>>[CH2:2]([C:3](=[O:4])[O:5][CH3:6])[NH:15][CH2:14][CH2:13][C:7]1=[CH:8][CH2:9][CH2:10][CH2:11][CH2:12]1.